This data is from the Open Reaction Database (ORD), a public repository of structured organic reaction records. The task is: describe an organic reaction: reactants, conditions, products, and yield Reactants: C(C1=CC=CC=C1)OC1=NC(=CC(=C1CN1CCOC2=C(C1=O)C(=C(C=C2)C(=O)NC)C)C)C (4-{[2-(benzyloxy)-4,6-dimethylpyridin-3-yl]methyl}-N,6-dimethyl-5-oxo-2,3,4,5-tetrahydro-1,4-benzoxazepine-7-carboxamide), CO (MeOH). The reagents and catalysts are [Pd] (Pd/C). Conditions: time 2 hour. The product is CC1=C(C(NC(=C1)C)=O)CN1CCOC2=C(C1=O)C(=C(C=C2)C(=O)N(C)C)C (4-[(4,6-dimethyl-2-oxo-1,2-dihydropyridin-3-yl)methyl]-N,N,6-trimethyl-5-oxo-2,3,4,5-tetrahydro-1,4-benzoxazepine-7-carboxamide). Yield: 94.0%. As a reaction SMILES: C([O:8][C:9]1[C:14]([CH2:15][N:16]2[C:22](=[O:23])[C:21]3[C:24]([CH3:32])=[C:25]([C:28]([NH:30][CH3:31])=[O:29])[CH:26]=[CH:27][C:20]=3[O:19][CH2:18][CH2:17]2)=[C:13]([CH3:33])[CH:12]=[C:11]([CH3:34])[N:10]=1)C1C=CC=CC=1.[CH3:35]O>[Pd]>[CH3:33][C:13]1[CH:12]=[C:11]([CH3:34])[NH:10][C:9](=[O:8])[C:14]=1[CH2:15][N:16]1[C:22](=[O:23])[C:21]2[C:24]([CH3:32])=[C:25]([C:28]([N:30]([CH3:31])[CH3:35])=[O:29])[CH:26]=[CH:27][C:20]=2[O:19][CH2:18][CH2:17]1. Procedure: A mixture of 4-{[2-(benzyloxy)-4,6-dimethylpyridin-3-yl]methyl}-N,6-dimethyl-5-oxo-2,3,4,5-tetrahydro-1,4-benzoxazepine-7-carboxamide (130 g, 0.17 g, 0.36 mmol) and Pd/C (93 mg) in MeOH (15 mL) was stirred at room temperature under an H2 balloon for 2 hours. The reaction mixture was concentrated under vacuum to give the title compound (Example 130, 130 mg, 94%) as a white solid. 1H NMR (400 MHz, chloroform-d): δ 11.34 (s, 1H), 7.18-7.16 (d, 1H), 6.88-6.86 (d, 1H), 5.97 (s, 1H), 4.90-4.86 (d, 2H)... Reactants: C1CCOC1, COC=C(c1nccc(Cl)c1C)C1CC1, O=S(=O)(O)O. Reaction SMILES: [CH2:21]1[O:22][CH2:23][CH2:24][CH2:25]1.[Cl:1][c:2]1[c:3]([CH3:15])[c:4]([C:8](=[CH:9][O:10][CH3:11])[CH:12]2[CH2:13][CH2:14]2)[n:5][cH:6][cH:7]1.[S:16](=[O:17])(=[O:18])([OH:19])[OH:20]>>[Cl:1][c:2]1[c:3]([CH3:15])[c:4]([CH:8]([CH:9]=[O:10])[CH:12]2[CH2:13][CH2:14]2)[n:5][cH:6][cH:7]1. Yields the product Cc1c(Cl)ccnc1C(C=O)C1CC1. Reactants: Cc1cc(O)ccc1[N+](=O)[O-], ClCCl, CC(C)OC(=O)N=NC(=O)OC(C)C, O=C(OCc1ccccc1)N1CCC(O)CC1, c1ccc(P(c2ccccc2)c2ccccc2)cc1. Yields the product Cc1cc(OC2CCN(C(=O)OCc3ccccc3)CC2)ccc1[N+](=O)[O-]. As a reaction SMILES: [CH3:1][c:2]1[cH:3][c:4]([OH:5])[cH:6][cH:7][c:8]1[N+:9]([O-:10])=[O:11].[Cl:62][CH2:63][Cl:64].[O:48]=[C:49]([O:50][CH:51]([CH3:52])[CH3:53])[N:54]=[N:55][C:56]([O:57][CH:58]([CH3:59])[CH3:60])=[O:61].[OH:31][CH:32]1[CH2:33][CH2:34][N:35]([C:38](=[O:39])[O:40][CH2:41][c:42]2[cH:43][cH:44][cH:45][cH:46][cH:47]2)[CH2:36][CH2:37]1.[c:12]1([P:13]([c:14]2[cH:15][cH:16][cH:17][cH:18][cH:19]2)[c:20]2[cH:21][cH:22][cH:23][cH:24][cH:25]2)[cH:26][cH:27][cH:28][cH:29][cH:30]1>>[CH3:1][c:2]1[cH:3][c:4]([O:5][CH:32]2[CH2:33][CH2:34][N:35]([C:38](=[O:39])[O:40][CH2:41][c:42]3[cH:43][cH:44][cH:45][cH:46][cH:47]3)[CH2:36][CH2:37]2)[cH:6][cH:7][c:8]1[N+:9]([O-:10])=[O:11]. The reactants are BrC1=CC=C(OC2CN(C2)C(C2=CC=CC=C2)C2=CC=CC=C2)C=C1 (3-(4-bromophenoxy)-1-diphenylmethylazetidine), C([O-])([O-])=O.[K+].[K+] (potassium carbonate), C(=O)(Cl)Cl (phosgene). Run in C(Cl)Cl (methylene chloride), C(Cl)Cl (methylene chloride), ice water. Run at time 30 minute. Product: BrC1=CC=C(OC2CN(C2)C(=O)Cl)C=C1 (3-(4-Bromophenoxy)-1-azetidinecarbonyl chloride). The yield is 74.9%. RXN SMILES: [C:1]([Cl:4])(Cl)=[O:2].C(=O)([O-])[O-].[K+].[K+].[Br:11][C:12]1[CH:35]=[CH:34][C:15]([O:16][CH:17]2[CH2:20][N:19](C(C3C=CC=CC=3)C3C=CC=CC=3)[CH2:18]2)=[CH:14][CH:13]=1>C(Cl)Cl>[Br:11][C:12]1[CH:35]=[CH:34][C:15]([O:16][CH:17]2[CH2:18][N:19]([C:1]([Cl:4])=[O:2])[CH2:20]2)=[CH:14][CH:13]=1 |f:1.2.3|. Procedure: A stirred solution of 18.8 g (0.192 mole) of phosgene in 100 ml of methylene chloride was cooled to 15° C. in a water bath, then treated with 26.5 g (0.192 mole) of potassium carbonate. After stirring for 30 min, 63 g (0.16 mole) of 3-(4-bromophenoxy)-1-diphenylmethylazetidine in 180 ml of methylene chloride was added dropwise and stirring continued for 18 hr. The reaction mixture was diluted with ice water to dissolve the inorganic salts, the aqueous portion was separated and the organic phase ... RXN SMILES: Cl[CH2:2][CH:3]=[C:4]([CH3:7])[CH:5]=[CH2:6].[CH3:8][C:9]([CH3:14])([CH3:13])[C:10](=[O:12])[CH3:11].[OH-].[K+]>C1(C)C=CC=CC=1>[CH3:8][C:9]([CH3:14])([C:10](=[O:12])[CH2:11][CH2:2][CH:3]=[C:4]([CH3:7])[CH:5]=[CH2:6])[CH3:13] |f:2.3|. Run in C1(=CC=CC=C1)C (toluene). Reactants: ClCC=C(C=C)C (1-chloro-3-methyl-2,4-pentadiene), CC(C(C)=O)(C)C (3,3-dimethyl-butan-2-one), [OH-].[K+] (potassium hydroxide). Isolated yield 78.6%. Procedure details: According to the procedure described in Example 7, from 116 g of 1-chloro-3-methyl-2,4-pentadiene and 100 g of 3,3-dimethyl-butan-2-one in the presence of 200 g of powdered potassium hydroxide in 600 ml of toluene there are obtained 141 g of crude 2,2,7-trimethyl-6,8-nonadien-3-one which are subjected to a fractional distillation. The product is CC(C)(C(CCC=C(C=C)C)=O)C (2,2,7-trimethyl-6,8-nonadien-3-one).